From a dataset of the Open Reaction Database (ORD), a public repository of structured organic reaction records. describe an organic reaction: reactants, conditions, products, and yield The reactants are CC(=O)Oc1cccc2c1Oc1ccccc1C21CCN(Cc2ccccc2)CC1, CCO, Cl. Yields the product CC(=O)Oc1cccc2c1Oc1ccccc1C21CCNCC1, Cl. As a reaction SMILES: [C:2]([CH3:3])(=[O:4])[O:5][c:6]1[cH:7][cH:8][cH:9][c:10]2[c:11]1[O:12][c:13]1[cH:14][cH:15][cH:16][cH:17][c:18]1[C:19]21[CH2:20][CH2:21][N:22]([CH2:25][c:26]2[cH:27][cH:28][cH:29][cH:30][cH:31]2)[CH2:23][CH2:24]1.[CH3:32][CH2:33][OH:34].[ClH:1]>>[C:2]([CH3:3])(=[O:4])[O:5][c:6]1[cH:7][cH:8][cH:9][c:10]2[c:11]1[O:12][c:13]1[cH:14][cH:15][cH:16][cH:17][c:18]1[C:19]21[CH2:20][CH2:21][NH:22][CH2:23][CH2:24]1.[ClH:1]. Reaction SMILES: [C:1]([c:2]1[cH:3][cH:4][cH:5][cH:6][cH:7]1)(=[O:8])[c:9]1[cH:10][c:11]2[c:12]([n:13]([CH2:17][CH2:18][O:19][c:20]3[cH:21][cH:22][c:23]([O:24][CH:25]([C:26](=[O:27])[O:28][CH2:29][CH3:30])[CH3:31])[cH:32][cH:33]3)[c:14](=[O:16])[s:15]2)[cH:34][cH:35]1.[CH3:36][O:37][NH2:38]>>[C:1]([c:2]1[cH:3][cH:4][cH:5][cH:6][cH:7]1)([c:9]1[cH:10][c:11]2[c:12]([n:13]([CH2:17][CH2:18][O:19][c:20]3[cH:21][cH:22][c:23]([O:24][CH:25]([C:26](=[O:27])[O:28][CH2:29][CH3:30])[CH3:31])[cH:32][cH:33]3)[c:14](=[O:16])[s:15]2)[cH:34][cH:35]1)=[N:38][O:37][CH3:36]. The reactants are CCOC(=O)C(C)Oc1ccc(OCCn2c(=O)sc3cc(C(=O)c4ccccc4)ccc32)cc1, CON. The product is CCOC(=O)C(C)Oc1ccc(OCCn2c(=O)sc3cc(C(=NOC)c4ccccc4)ccc32)cc1. The reactants are O=C(NC(=S)NC(Cc1ccccc1)(c1ccc(F)cc1)c1cc(F)cc(C(F)(F)F)c1)c1ccccc1, CI, CN(C)C=O, O. Yields the product CSC(=NC(=O)c1ccccc1)NC(Cc1ccccc1)(c1ccc(F)cc1)c1cc(F)cc(C(F)(F)F)c1. Reaction SMILES: [F:1][c:2]1[cH:3][c:4]([C:12]([CH2:13][c:14]2[cH:15][cH:16][cH:17][cH:18][cH:19]2)([c:20]2[cH:21][cH:22][c:23]([F:26])[cH:24][cH:25]2)[NH:27][C:28](=[S:29])[NH:30][C:31]([c:32]2[cH:33][cH:34][cH:35][cH:36][cH:37]2)=[O:38])[cH:5][c:6]([C:8]([F:9])([F:10])[F:11])[cH:7]1.[I:39][CH3:40].[O:42]=[CH:43][N:44]([CH3:45])[CH3:46].[OH2:41]>>[F:1][c:2]1[cH:3][c:4]([C:12]([CH2:13][c:14]2[cH:15][cH:16][cH:17][cH:18][cH:19]2)([c:20]2[cH:21][cH:22][c:23]([F:26])[cH:24][cH:25]2)[NH:27][C:28]([S:29][CH3:40])=[N:30][C:31]([c:32]2[cH:33][cH:34][cH:35][cH:36][cH:37]2)=[O:38])[cH:5][c:6]([C:8]([F:9])([F:10])[F:11])[cH:7]1. Starting materials: CC(C)(C)OC(=O)N1CCC(C(=O)O)CC1, CSc1ccc(Cc2noc(C3CCNCC3)n2)cc1, Cl, NC(Cc1ccccc1)=NO. The product is Cl, c1ccc(Cc2noc(C3CCNCC3)n2)cc1. RXN SMILES: [C:12]([O:13][C:14]([N:15]1[CH2:16][CH2:17][CH:18]([C:19]([OH:20])=[O:21])[CH2:22][CH2:23]1)=[O:24])([CH3:25])([CH3:26])[CH3:27].[CH3:29][S:30][c:31]1[cH:32][cH:33][c:34]([CH2:35][c:36]2[n:37][o:38][c:39]([CH:41]3[CH2:42][CH2:43][NH:44][CH2:45][CH2:46]3)[n:40]2)[cH:47][cH:48]1.[ClH:28].[OH:1][N:2]=[C:3]([NH2:4])[CH2:5][c:6]1[cH:7][cH:8][cH:9][cH:10][cH:11]1>>[ClH:28].[cH:31]1[cH:32][cH:33][c:34]([CH2:35][c:36]2[n:37][o:38][c:39]([CH:41]3[CH2:42][CH2:43][NH:44][CH2:45][CH2:46]3)[n:40]2)[cH:47][cH:48]1. Reactants: C(CCCC)(=O)Cl (Pentanoyl chloride), BrC=1C=C(C=CC1)O (3-bromophenol). Run in N1=CC=CC=C1 (pyridine). Conditions: time 1 hour. Product: C(CCCC)(=O)OC1=CC(=CC=C1)Br (3-bromophenyl pentanoate). As a reaction SMILES: [C:1](Cl)(=[O:6])[CH2:2][CH2:3][CH2:4][CH3:5].[Br:8][C:9]1[CH:10]=[C:11]([OH:15])[CH:12]=[CH:13][CH:14]=1>N1C=CC=CC=1>[C:1]([O:15][C:11]1[CH:12]=[CH:13][CH:14]=[C:9]([Br:8])[CH:10]=1)(=[O:6])[CH2:2][CH2:3][CH2:4][CH3:5]. Reported procedure: Pentanoyl chloride (12.7 g) was added dropwise to 3-bromophenol (9.0 g) in pyridine (50 ml), and the reaction mixture was stirred at room temperature for 1 hour. Work-up as described in Example 12 gave 3-bromophenyl pentanoate. The reactants are ClC1=NC=CC(=N1)C1=C(N=C(S1)C(C)C)C=1C=C(C=CC1)NS(=O)(=O)C1=C(C=CC=C1F)F (N-{3-[5-(2-Chloro-4-pyrimidinyl)-2-(1-methylethyl)-1,3-thiazol-4-yl]phenyl}-2,6-difluorobenzenesulfonamide), NC=1C(=C(C=CC1)C=1N=C(SC1C1=NC(=NC=C1)N)C(C)(C)C)F (4-[4-(3-amino-2-fluorophenyl)-2-(1,1-dimethylethyl)-1,3-thiazol-5-yl]-2-pyrimidinamine), FC1=C(C=CC=C1)S(=O)(=O)Cl (2-fluorobenzenesulfonyl chloride). The product is NC1=NC=CC(=N1)C1=C(N=C(S1)C(C)(C)C)C=1C(=C(C=CC1)NS(=O)(=O)C1=C(C=CC=C1)F)F (N-{3-[5-(2-Amino-4-pyrimidinyl)-2-(1,1-dimethylethyl)-1,3-thiazol-4-yl]-2-fluorophenyl}-2-fluorobenzenesulfonamide). Reaction SMILES: ClC1N=C(C2SC(C(C)C)=NC=2C2C=C(N[S:23]([C:26]3[C:31](F)=[CH:30][CH:29]=[CH:28][C:27]=3[F:33])(=[O:25])=[O:24])C=CC=2)C=CN=1.[NH2:34][C:35]1[C:36]([F:57])=[C:37]([C:41]2[N:42]=[C:43]([C:53]([CH3:56])([CH3:55])[CH3:54])[S:44][C:45]=2[C:46]2[CH:51]=[CH:50][N:49]=[C:48]([NH2:52])[N:47]=2)[CH:38]=[CH:39][CH:40]=1.FC1C=CC=CC=1S(Cl)(=O)=O>>[NH2:52][C:48]1[N:47]=[C:46]([C:45]2[S:44][C:43]([C:53]([CH3:54])([CH3:56])[CH3:55])=[N:42][C:41]=2[C:37]2[C:36]([F:57])=[C:35]([NH:34][S:23]([C:26]3[CH:31]=[CH:30][CH:29]=[CH:28][C:27]=3[F:33])(=[O:25])=[O:24])[CH:40]=[CH:39][CH:38]=2)[CH:51]=[CH:50][N:49]=1. Procedure details: Following a procedure analogous to the procedure described in Intermediate 14 using 4-[4-(3-amino-2-fluorophenyl)-2-(1,1-dimethylethyl)-1,3-thiazol-5-yl]-2-pyrimidinamine (0.082 g, 0.239 mmol) and 2-fluorobenzenesulfonyl chloride (0.051 g, 0.263 mmol) the title compound, N-{3-[5-(2-amino-4-pyrimidinyl)-2-(1,1-dimethylethyl)-1,3-thiazol-4-yl]-2-fluorophenyl}-2-fluorobenzenesulfonamide was obtained (66 mg, 0.125 mmol, 52.4% yield). 1H NMR (400 MHz, DMSO-d6) δ ppm 10.57 (s, 1H), 7.98 (d, J=5.3 Hz, ... Starting materials: OC(CCN(C(OC(C)(C)C)=O)[C@@H](C)C1=CC=CC=C1)(C)C1=CC=CC=C1 (tert-butyl 3-hydroxy-3-phenylbutyl((S)-1-phenylethyl)carbamate), [H-].[Na+] (NaH). Run in C1CCOC1 (THF), oil. Yields the product CC1(CCN(C(O1)=O)[C@@H](C)C1=CC=CC=C1)C1=CC=CC=C1 (6-methyl-6-phenyl-3-((S)-1-phenylethyl)-1,3-oxazinan-2-one). RXN SMILES: OC(C1C=CC=CC=1)(C)[CH2:3][CH2:4][N:5]([C@H:13]([C:15]1[CH:20]=[CH:19][CH:18]=[CH:17][CH:16]=1)[CH3:14])[C:6](=[O:12])[O:7][C:8](C)(C)[CH3:9].[H-].[Na+]>C1COCC1>[CH3:9][C:8]1([C:15]2[CH:20]=[CH:19][CH:18]=[CH:17][CH:16]=2)[O:7][C:6](=[O:12])[N:5]([C@H:13]([C:15]2[CH:16]=[CH:17][CH:18]=[CH:19][CH:20]=2)[CH3:14])[CH2:4][CH2:3]1 |f:1.2|. Procedure details: A mixture of crude tert-butyl 3-hydroxy-3-phenylbutyl((S)-1-phenylethyl)carbamate, obtained as described above, 60% NaH in oil (0.320 g) and THF (5 mL) was heated to reflux for 21 h. The reaction was then quenched with H2O (1.5 mL) and diluted with CH2Cl2. The organic layer was dried over Na2SO4. After the solvents were evaporated, the residue was purified by reversed-phase HPLC to afford 6-methyl-6-phenyl-3-((S)-1-phenylethyl)-1,3-oxazinan-2-one. After the solvents were evaporated, the residue ... The reactants are [Na] (sodium), ON=C(C)S (N-hydroxy-ethanimidothioic acid), CN(C(C(=NOC(=O)N(C)SCCSN(C)C(=O)F)SC)=O)C (2-(dimethylamino)-N-[[[N-[[2-[N-(fluorocarbonyl)-N-methylaminothio]ethylthio]]-N-methylaminocarbonyloxy]]]-2-oxoethanimidothioic acid, methyl ester), C[O-].[Na+] (sodium methoxide). Solvent: CO (methanol), C1(=CC=CC=C1)C (toluene), C1(=CC=CC=C1)C (toluene). Product: ON=C(C)SC (N-hydroxy-ethanimidothioic acid, methyl ester), CN(C(C(=NOC(=O)N(SCCSN(C(=O)ON=C(C)SC)C)C)SC)=O)C (2-(Dimethylamino)-N-[[[[N-methyl-N-[[[2-[[N-methyl-N-[(1-metylthioethylidene)aminooxycarbonyl]aminothio]]-ethylthio]]]aminocarbonyloxy]]]]-2-oxoethanimidothioic acid, methyl ester). RXN SMILES: [CH3:1][O-].[Na+].[Na].[OH:5][N:6]=[C:7]([SH:9])[CH3:8].[CH3:10][N:11]([CH3:32])[C:12](=[O:31])[C:13]([S:29][CH3:30])=[N:14][O:15][C:16]([N:18]([S:20][CH2:21][CH2:22][S:23][N:24]([C:26](F)=[O:27])[CH3:25])[CH3:19])=[O:17]>CO.C1(C)C=CC=CC=1>[OH:15][N:14]=[C:13]([S:29][CH3:30])[CH3:12].[CH3:10][N:11]([CH3:32])[C:12](=[O:31])[C:13]([S:29][CH3:30])=[N:14][O:15][C:16]([N:18]([CH3:19])[S:20][CH2:21][CH2:22][S:23][N:24]([CH3:25])[C:26]([O:5][N:6]=[C:7]([S:9][CH3:1])[CH3:8])=[O:27])=[O:17] |f:0.1,^1:3|. Procedure: A solution of 0.8 g of N-hydroxy-ethanimidothioic acid, methyl ester in 5 ml methanol and 10 toluene was prepared, 0.4 g of sodium methoxide was added in one portion, and the mixture was stirred until dissolution was complete. The solution of the sodium salt of N-hydroxy-ethanimidothioic acid was added dropwise at 0° C. to a solution of 3.0 L g of 2-(dimethylamino)-N-[[[N-[[2-[N-(fluorocarbonyl)-N-methylaminothio]ethylthio]]-N-methylaminocarbonyloxy]]]-2-oxoethanimidothioic acid, methyl ester in... Starting materials: NCCCOC1=CC=C(C(=O)N2CCC(CC2)N2C(=O)CCC3=CC=CC=C23)C=C1 (1-{1-[4-(3-Aminopropoxy)benzoyl]-4-piperidinyl}-3,4-dihydrocarbostyril), CN=C=O (methylisocyanate). Run in CC(=O)C (acetone). The product is CNC(NCCCOC1=CC=C(C(=O)N2CCC(CC2)N2C(=O)CCC3=CC=CC=C23)C=C1)=O (1-{1-[4-(3-(3-methylureido)propoxy)benzoyl]-4-piperidinyl}-3,4-dihydrocarbostyril). Reaction SMILES: [NH2:1][CH2:2][CH2:3][CH2:4][O:5][C:6]1[CH:30]=[CH:29][C:9]([C:10]([N:12]2[CH2:17][CH2:16][CH:15]([N:18]3[C:28]4[C:23](=[CH:24][CH:25]=[CH:26][CH:27]=4)[CH2:22][CH2:21][C:19]3=[O:20])[CH2:14][CH2:13]2)=[O:11])=[CH:8][CH:7]=1.[CH3:31][N:32]=[C:33]=[O:34]>CC(C)=O>[CH3:31][NH:32][C:33](=[O:34])[NH:1][CH2:2][CH2:3][CH2:4][O:5][C:6]1[CH:7]=[CH:8][C:9]([C:10]([N:12]2[CH2:13][CH2:14][CH:15]([N:18]3[C:28]4[C:23](=[CH:24][CH:25]=[CH:26][CH:27]=4)[CH2:22][CH2:21][C:19]3=[O:20])[CH2:16][CH2:17]2)=[O:11])=[CH:29][CH:30]=1. Procedure: 1-{1-[4-(3-Aminopropoxy)benzoyl]-4-piperidinyl}-3,4-dihydrocarbostyril (0.5 g), methylisocyanate (0.15 ml) and acetone (10 ml) are heated at 100° C. for 18 hours in an autoclave. Acetone is distilled off and the residue is purified by silica gel column chromatography (solvent: methylene chloride:methanol=100-50:1) to give 1-{1-[4-(3-(3-methylureido)propoxy)benzoyl]-4-piperidinyl}-3,4-dihydrocarbostyril (0.19 g). Reactants: O=C([O-])[O-], C=CCBr, CC(=O)CC(C)C, Oc1ccccc1Sc1ccccc1Cl, [K+], [K+]. Product: C=CCc1cccc(Sc2ccccc2Cl)c1O. As a reaction SMILES: [C:20](=[O:21])([O-:22])[O-:23].[CH2:16]([CH:17]=[CH2:18])[Br:19].[CH2:26]([C:27]([CH3:28])=[O:29])[CH:30]([CH3:31])[CH3:32].[Cl:1][c:2]1[c:3]([S:8][c:9]2[c:10]([OH:15])[cH:11][cH:12][cH:13][cH:14]2)[cH:4][cH:5][cH:6][cH:7]1.[K+:24].[K+:25]>>[Cl:1][c:2]1[c:3]([S:8][c:9]2[c:10]([OH:15])[c:11]([CH2:18][CH:17]=[CH2:16])[cH:12][cH:13][cH:14]2)[cH:4][cH:5][cH:6][cH:7]1.